Task: describe an organic reaction: reactants, conditions, products, and yield. Dataset: the Open Reaction Database (ORD), a public repository of structured organic reaction records Reactants: ClS(=O)(=O)O (chlorosulfonic acid), COC1=CC=C(C(=O)N)C=C1 (4-methoxybenzamide), ice. Conditions: time 15 minute. The product is C(N)(=O)C=1C=CC(=C(C1)S(=O)(=O)Cl)OC (5-carbamoyl-2-methoxybenzenesulfonyl chloride). Yield: 92.8%. Reaction SMILES: [Cl:1][S:2]([OH:5])(=O)=[O:3].[CH3:6][O:7][C:8]1[CH:16]=[CH:15][C:11]([C:12]([NH2:14])=[O:13])=[CH:10][CH:9]=1>>[C:12]([C:11]1[CH:10]=[CH:9][C:8]([O:7][CH3:6])=[C:16]([S:2]([Cl:1])(=[O:5])=[O:3])[CH:15]=1)(=[O:13])[NH2:14]. Reported procedure: To 1733 g of chlorosulfonic acid was added in small portions 150 g of 4-methoxybenzamide under ice-cooling with stirring during 15 minutes, and the mixture was stirred at room temperature for 14 hours. After being stirred at 50° C. for additional 1.5 hours, the reaction mixture was dropped into 7 kg of ice. The precipitate was collected by filtration, washed with water and hexane to give 230 g of 5-carbamoyl-2-methoxybenzenesulfonyl chloride.